Task: describe an organic reaction: reactants, conditions, products, and yield. Dataset: the Open Reaction Database (ORD), a public repository of structured organic reaction records The reactants are C12(CCCCC1)CC(=O)OC(C2)=O (1,1-Cyclohexane-diacetic anhydride), C([O-])([O-])=O.[Na+].[Na+] (sodium carbonate), NO (hydroxylamine), Cl.NO (hydroxylamine hydrochloride). Conditions: temperature 70 celsius. Product: ON=C(CC1(CCCCC1)CC(=O)O)O (1,1-cyclohexane-diacetic acid N-hydroxyimide). Reaction SMILES: [C:1]12([CH2:12][C:11](=[O:13])[O:10][C:8](=[O:9])[CH2:7]1)[CH2:6][CH2:5][CH2:4][CH2:3][CH2:2]2.[NH2:14][OH:15].Cl.NO.C(=O)([O-])[O-].[Na+].[Na+]>>[OH:15][N:14]=[C:8]([OH:9])[CH2:7][C:1]1([CH2:12][C:11]([OH:10])=[O:13])[CH2:6][CH2:5][CH2:4][CH2:3][CH2:2]1 |f:2.3,4.5.6|. Reported procedure: 50 g. 1,1-Cyclohexane-diacetic anhydride was introduced portionwise, while stirring, into an aqueous solution of hydroxylamine, prepared from 23.4 g. hydroxylamine hydrochloride and 21.12 g. sodium carbonate. After completion of the addition, the reaction mixture as heated for 2 hours at 70° C.; an oil separated out. After cooling, the pH was adjusted to 2 with 2N hydrochloric acid and the crystalline precipitate was filtered off with suction. The precipitate was washed with water, taken up in m... Reactants: OC1=C(C=O)C=CC(=C1)O (2,4-dihydroxybenzaldehyde), C12(CC3CC(CC(C1)C3)C2)O (1-adamantanol), S(O)(O)(=O)=O (sulfuric acid). Run in ClCCl (dichloromethane). Conditions: time 8 hour. The product is OC1=C(C=O)C=C(C(=C1)O)C12CC3CC(CC(C1)C3)C2 (2,4-dihydroxy-5-(1-adamantyl)benzaldehyde). RXN SMILES: [OH:1][C:2]1[CH:9]=[C:8]([OH:10])[CH:7]=[CH:6][C:3]=1[CH:4]=[O:5].[C:11]12(O)[CH2:20][CH:15]3[CH2:16][CH:17]([CH2:19][CH:13]([CH2:14]3)[CH2:12]1)[CH2:18]2.S(=O)(=O)(O)O>ClCCl>[OH:1][C:2]1[CH:9]=[C:8]([OH:10])[C:7]([C:11]23[CH2:20][CH:15]4[CH2:16][CH:17]([CH2:19][CH:13]([CH2:14]4)[CH2:12]2)[CH2:18]3)=[CH:6][C:3]=1[CH:4]=[O:5]. Reported procedure: 5 g (36.2 mmol) of 2,4-dihydroxybenzaldehyde, 5.8 g (38.1 mmol) of 1-adamantanol of 200 ml of dichloromethane were introduced into a round-bottomed flask. 2 ml of concentrated sulfuric acid were added and the mixture was stirred at room temperature for eight hours. The reaction mixture was evaporated to dryness, the residue was taken up in water, neutralized with sodium bicarbonate and extracted with ethyl ether and the extract was dried over magnesium sulfate and evaporated. The reactants are C1CCOC1, [Li+], COC(=O)c1ccccc1COc1ccc(CC(=O)NCc2ccc(C(F)(F)F)cc2)cc1, [OH-], O. Yields the product O=C(Cc1ccc(OCc2ccccc2C(=O)O)cc1)NCc1ccc(C(F)(F)F)cc1. RXN SMILES: [CH2:36]1[O:37][CH2:38][CH2:39][CH2:40]1.[Li+:34].[O:1]=[C:2]([CH2:3][c:4]1[cH:5][cH:6][c:7]([O:8][CH2:9][c:10]2[c:11]([C:12](=[O:13])[O:14][CH3:15])[cH:16][cH:17][cH:18][cH:19]2)[cH:20][cH:21]1)[NH:22][CH2:23][c:24]1[cH:25][cH:26][c:27]([C:30]([F:31])([F:32])[F:33])[cH:28][cH:29]1.[OH-:35].[OH2:41]>>[O:1]=[C:2]([CH2:3][c:4]1[cH:5][cH:6][c:7]([O:8][CH2:9][c:10]2[c:11]([C:12](=[O:13])[OH:14])[cH:16][cH:17][cH:18][cH:19]2)[cH:20][cH:21]1)[NH:22][CH2:23][c:24]1[cH:25][cH:26][c:27]([C:30]([F:31])([F:32])[F:33])[cH:28][cH:29]1.